Task: describe an organic reaction: reactants, conditions, products, and yield. Dataset: the Open Reaction Database (ORD), a public repository of structured organic reaction records Reactants: BrC1=CC(=C2CCCC(C2=C1)=O)O (7-bromo-5-hydroxy-3,4-dihydro-2H-naphthalen-1-one), C([O-])([O-])=O.[Cs+].[Cs+] (cesium carbonate), BrCC(=O)OC(C)(C)C (tert-butyl bromoacetate). Run in C(C)#N (acetonitrile). Reaction conditions: time 15 hour. Yields the product C(C)(C)(C)OC(COC1=CC(=CC=2C(CCCC12)=O)Br)=O ((3-bromo-5-oxo-5,6,7,8-tetrahydro-naphthalen-1-yloxy)-acetic acid tert-butyl ester). Isolated yield 65.0%. RXN SMILES: [Br:1][C:2]1[CH:11]=[C:10]2[C:5]([CH2:6][CH2:7][CH2:8][C:9]2=[O:12])=[C:4]([OH:13])[CH:3]=1.C(=O)([O-])[O-].[Cs+].[Cs+].Br[CH2:21][C:22]([O:24][C:25]([CH3:28])([CH3:27])[CH3:26])=[O:23]>C(#N)C>[C:25]([O:24][C:22](=[O:23])[CH2:21][O:13][C:4]1[C:5]2[CH2:6][CH2:7][CH2:8][C:9](=[O:12])[C:10]=2[CH:11]=[C:2]([Br:1])[CH:3]=1)([CH3:28])([CH3:27])[CH3:26] |f:1.2.3|. Reported procedure: To a suspension of 7-bromo-5-hydroxy-3,4-dihydro-2H-naphthalen-1-one (XIb, 158 mg, 0.65 mmol) and cesium carbonate (431 mg, 1.31 mmol) in acetonitrile (5 mL) was added tert-butyl bromoacetate (XII, 261 mg, 1.31 mmol) at room temperature under nitrogen. The resulting suspension was stirred for 15 h at room temperature and then concentrated under vacuum. The residue was diluted with water (10 mL) and ethyl acetate (20 mL). The aqueous layer was separated and extracted with ethyl acetate (20 mL), a... Reactants: CN=C=O, CN(C)C=O, CCOC(=O)c1cn2c3c([nH]c(=O)c2n1)-c1ccc(N)cc1C3. The product is CCOC(=O)c1cn2c3c([nH]c(=O)c2n1)-c1ccc(NC(=O)NC)cc1C3. RXN SMILES: [CH3:1][N:2]=[C:3]=[O:4].[CH3:28][N:29]([CH3:30])[CH:31]=[O:32].[NH2:5][c:6]1[cH:7][c:8]2[c:25]([cH:26][cH:27]1)-[c:11]1[c:10]([n:15]3[c:14]([c:13](=[O:24])[nH:12]1)[n:18][c:17]([C:19](=[O:20])[O:21][CH2:22][CH3:23])[cH:16]3)[CH2:9]2>>[CH3:1][NH:2][C:3](=[O:4])[NH:5][c:6]1[cH:7][c:8]2[c:25]([cH:26][cH:27]1)-[c:11]1[c:10]([n:15]3[c:14]([c:13](=[O:24])[nH:12]1)[n:18][c:17]([C:19](=[O:20])[O:21][CH2:22][CH3:23])[cH:16]3)[CH2:9]2. The reactants are ClC=1C=NC=C(C1NC(=O)C1=CC=C(C=2N(C3=CC=C(C=C3C12)[N+](=O)[O-])C)OC)Cl (N-(3,5-dichloropyrid-4-yl)-1-methoxy-9-methyl-6-nitro-9H-4-carbazolecarboxamide), CO (methanol). The reagents and catalysts are [Ni] (raney nickel). The solvent is CN(C)C=O (DMF). Conditions: time 18 hour. Product: ClC=1C=NC=C(C1NC(=O)C1=CC=C(C=2N(C3=CC=C(C=C3C12)N)C)OC)Cl (N-(3,5-dichloropyrid-4-yl)-1-methoxy-9-methyl-6-amino-9H-4-carbazolecarboxamide). As a reaction SMILES: [Cl:1][C:2]1[CH:3]=[N:4][CH:5]=[C:6]([Cl:30])[C:7]=1[NH:8][C:9]([C:11]1[C:23]2[C:22]3[C:17](=[CH:18][CH:19]=[C:20]([N+:24]([O-])=O)[CH:21]=3)[N:16]([CH3:27])[C:15]=2[C:14]([O:28][CH3:29])=[CH:13][CH:12]=1)=[O:10].CO>CN(C=O)C.[Ni]>[Cl:1][C:2]1[CH:3]=[N:4][CH:5]=[C:6]([Cl:30])[C:7]=1[NH:8][C:9]([C:11]1[C:23]2[C:22]3[C:17](=[CH:18][CH:19]=[C:20]([NH2:24])[CH:21]=3)[N:16]([CH3:27])[C:15]=2[C:14]([O:28][CH3:29])=[CH:13][CH:12]=1)=[O:10]. Procedure: N-(3,5-dichloropyrid-4-yl)-1-methoxy-9-methyl-6-nitro-9H-4-carbazolecarboxamide (250 mg) was suspended in DMF (20 ml) and methanol (10 ml) and added with raney nickel (25 mg, 10% w/w) and reduced under pressure (60 psi) for 18 hrs at room temperature. The reaction mixture was filtered through celite and DMF was evaporated to get a green solid which was washed with water to give N-(3,5-dichloropyrid-4-yl)-1-methoxy-9-methyl-6-amino-9H-4-carbazolecarboxamide. Confirmed by ninhydrin. The compound w... The reactants are C1(=CC=CC=C1)C=C1C(C(CCC1)=CC1=CC=CC=C1)=O (2,6-bis(phenylmethylene)cyclohexanone), OCCNN ((2-hydroxyethyl)hydrazine). The solvent is CO (methanol). The product is C1(=CC=CC=C1)C1N(N=C2C(CCCC12)=CC1=CC=CC=C1)CCO (3,3a,4,5,6,7-Hexahydro-3-phenyl-7-(phenylmethylene)-2-H-indazole-2-ethanol). Reaction SMILES: [C:1]1([CH:7]=[C:8]2[CH2:13][CH2:12][CH2:11][C:10](=[CH:14][C:15]3[CH:20]=[CH:19][CH:18]=[CH:17][CH:16]=3)[C:9]2=O)[CH:6]=[CH:5][CH:4]=[CH:3][CH:2]=1.[OH:22][CH2:23][CH2:24][NH:25][NH2:26]>CO>[C:1]1([CH:7]2[CH:8]3[C:9]([C:10](=[CH:14][C:15]4[CH:20]=[CH:19][CH:18]=[CH:17][CH:16]=4)[CH2:11][CH2:12][CH2:13]3)=[N:26][N:25]2[CH2:24][CH2:23][OH:22])[CH:6]=[CH:5][CH:4]=[CH:3][CH:2]=1. Reported procedure: A suspension of the 2,6-bis(phenylmethylene)cyclohexanone from example 1a in methanol is treated with (2-hydroxyethyl)hydrazine. The mixture is heated and the resulting solution is refluxed for four hours, cooled, and the bulk of the methanol is evaporated. The resulting alcohol is triturated with ether, cooled overnight, filtered, and dried in vacuo. Starting materials: CS(=O)(=O)C(CCCCCCC(=O)O)CC#C[C@H](CCCCC)O (8-methylsulfonyl-12(S)-hydroxy-10-heptadecynoic acid), CS(=O)(=O)C(CCCCCCC(=O)O)CC#CC(C(CCCC)(C)C)O (8-methylsulfonyl-12-hydroxy-13,13-dimethyl-10-heptadecynoic acid). The product is CS(=O)(=O)C(CCCCCCC(=O)O)CCCC(C(CCCC)(C)C)O (8-methylsulfonyl-12-hydroxy-13,13-dimethylheptadecanoic acid). As a reaction SMILES: CS(C(CC#C[C@@H](O)CCCCC)CCCCCCC(O)=O)(=O)=O.[CH3:25][S:26]([CH:29]([CH2:39][C:40]#[C:41][CH:42]([OH:50])[C:43]([CH3:49])([CH3:48])[CH2:44][CH2:45][CH2:46][CH3:47])[CH2:30][CH2:31][CH2:32][CH2:33][CH2:34][CH2:35][C:36]([OH:38])=[O:37])(=[O:28])=[O:27]>>[CH3:25][S:26]([CH:29]([CH2:39][CH2:40][CH2:41][CH:42]([OH:50])[C:43]([CH3:49])([CH3:48])[CH2:44][CH2:45][CH2:46][CH3:47])[CH2:30][CH2:31][CH2:32][CH2:33][CH2:34][CH2:35][C:36]([OH:38])=[O:37])(=[O:27])=[O:28]. Procedure details: The synthesis of this compound is carried out by hydrogenation exactly as described in Example 15 except that 8-methylsulfonyl-12(S)-hydroxy-10-heptadecynoic acid is replaced by an equivalent quantity of 8-methylsulfonyl-12-hydroxy-13,13-dimethyl-10-heptadecynoic acid. Starting materials: COCOc1ccc(OCc2ccccc2)c(CBr)c1, CS(C)=O, N#C[Na], O. Product: COCOc1ccc(OCc2ccccc2)c(CC#N)c1. Reaction SMILES: [CH2:1]([c:2]1[cH:3][cH:4][cH:5][cH:6][cH:7]1)[O:8][c:9]1[c:10]([CH2:19][Br:20])[cH:11][c:12]([O:15][CH2:16][O:17][CH3:18])[cH:13][cH:14]1.[CH3:21][S:22](=[O:23])[CH3:24].[Na:25][C:26]#[N:27].[OH2:28]>>[CH2:1]([c:2]1[cH:3][cH:4][cH:5][cH:6][cH:7]1)[O:8][c:9]1[c:10]([CH2:19][C:26]#[N:27])[cH:11][c:12]([O:15][CH2:16][O:17][CH3:18])[cH:13][cH:14]1.